From a dataset of the Open Reaction Database (ORD), a public repository of structured organic reaction records. describe an organic reaction: reactants, conditions, products, and yield The reactants are FC(C(=O)O)(F)F (trifluoroacetic acid), FC1=C(OC2=CC3=C(C=N2)N=C(O3)C3=CC(=C(OCC(=O)OC(C)(C)C)C(=C3)C)C)C=CC=C1 (tert-butyl {4-[6-(2-fluorophenoxy)oxazolo[4,5-c]pyridin-2-yl]-2,6-dimethylphenoxy}acetate). Run in ClCCl (dichloromethane). Conditions: time 2 hour. Product: FC1=C(OC2=CC3=C(C=N2)N=C(O3)C3=CC(=C(OCC(=O)O)C(=C3)C)C)C=CC=C1 ({4-[6-(2-Fluorophenoxy)oxazolo[4,5-c]pyridin-2-yl]-2,6-dimethylphenoxy}acetic acid). As a reaction SMILES: FC(F)(F)C(O)=O.[F:8][C:9]1[CH:41]=[CH:40][CH:39]=[CH:38][C:10]=1[O:11][C:12]1[N:17]=[CH:16][C:15]2[N:18]=[C:19]([C:21]3[CH:35]=[C:34]([CH3:36])[C:24]([O:25][CH2:26][C:27]([O:29]C(C)(C)C)=[O:28])=[C:23]([CH3:37])[CH:22]=3)[O:20][C:14]=2[CH:13]=1>ClCCl>[F:8][C:9]1[CH:41]=[CH:40][CH:39]=[CH:38][C:10]=1[O:11][C:12]1[N:17]=[CH:16][C:15]2[N:18]=[C:19]([C:21]3[CH:22]=[C:23]([CH3:37])[C:24]([O:25][CH2:26][C:27]([OH:29])=[O:28])=[C:34]([CH3:36])[CH:35]=3)[O:20][C:14]=2[CH:13]=1. Reported procedure: 0.8 ml of trifluoroacetic acid was added to a solution of 90 mg of tert-butyl {4-[6-(2-fluorophenoxy)oxazolo[4,5-c]pyridin-2-yl]-2,6-dimethylphenoxy}acetate in 2 ml of dichloromethane, and the mixture was stirred at room temperature for 2 h. The reaction was then concentrated under reduced pressure and freeze-dried. This gave 101 mg (100%) of the title compound. Starting materials: O (water), COCN1N=CC2=CC(=CC=C12)C1=NN=C(O1)S (5-[1-(methoxymethyl)-1H-indazol-5-yl]-1,3,4-oxadiazole-2-thiol), FC(C=1C=C(CCl)C=CC1)(F)F (3-(trifluoromethyl)benzyl chloride), C([O-])([O-])=O.[K+].[K+] (potassium carbonate). Conditions: time 5 hour. Procedure details: A suspension of 5-[1-(methoxymethyl)-1H-indazol-5-yl]-1,3,4-oxadiazole-2-thiol (525 mg, 2.00 mmol), 3-(trifluoromethyl)benzyl chloride (0.372 mL, 2.40 mmol), and potassium carbonate (415 mg, 3.00 mmol) in N,N-dimethylformamide (10 mL) was stirred at room temperature for 5 hr. The reaction mixture was poured into water, the precipitate was collected by filtration, purified by basic silica gel column chromatography (tetrahydrofuran) and recrystallized from hexane/tetrahydrofuran to give the title ... Isolated yield 97.6%. Yields the product COCN1N=CC2=CC(=CC=C12)C=1OC(=NN1)SCC1=CC(=CC=C1)C(F)(F)F (1-(methoxymethyl)-5-[5-[[3-(trifluoromethyl)benzyl]thio]-1,3,4-oxadiazol-2-yl]-1H-indazole). RXN SMILES: [CH3:1][O:2][CH2:3][N:4]1[C:12]2[C:7](=[CH:8][C:9]([C:13]3[O:17][C:16]([SH:18])=[N:15][N:14]=3)=[CH:10][CH:11]=2)[CH:6]=[N:5]1.[F:19][C:20]([F:30])([F:29])[C:21]1[CH:22]=[C:23]([CH:26]=[CH:27][CH:28]=1)[CH2:24]Cl.C(=O)([O-])[O-].[K+].[K+].O>CN(C)C=O>[CH3:1][O:2][CH2:3][N:4]1[C:12]2[C:7](=[CH:8][C:9]([C:13]3[O:17][C:16]([S:18][CH2:24][C:23]4[CH:26]=[CH:27][CH:28]=[C:21]([C:20]([F:19])([F:29])[F:30])[CH:22]=4)=[N:15][N:14]=3)=[CH:10][CH:11]=2)[CH:6]=[N:5]1 |f:2.3.4|. Run in CN(C=O)C (N,N-dimethylformamide). The reactants are CCOC(=O)C (EtOAc), CS(=O)(=O)C(COCCOCCOC)O ((methanesulfonyl)-oxyl-3,6,9-trioxadecane), IC=1C=C(C=CC1)O (3-iodophenol), C([O-])([O-])=O.[K+].[K+] (potassium carbonate). Solvent: CCCCCC (hexane), CN(C)C=O (DMF), CN(C)C=O (DMF). Conditions: temperature 68 celsius, time 16 hour. Product: IC=1C=C(OCCOCCOCCOC)C=CC1 (1 -(3-iodophenoxy)-3,6,9-trioxadecane). Yield: 61.6%. Reaction SMILES: CS([CH:5]([OH:15])[CH2:6][O:7][CH2:8][CH2:9][O:10][CH2:11][CH2:12][O:13][CH3:14])(=O)=O.[I:16][C:17]1[CH:18]=[C:19](O)[CH:20]=[CH:21][CH:22]=1.C(=O)([O-])[O-].[K+].[K+].CCOC(C)=O>CN(C=O)C.CCCCCC>[I:16][C:17]1[CH:22]=[C:21]([CH:20]=[CH:19][CH:18]=1)[O:15][CH2:5][CH2:6][O:7][CH2:8][CH2:9][O:10][CH2:11][CH2:12][O:13][CH3:14] |f:2.3.4|. Procedure: To a solution of 1-[(methanesulfonyl)-oxyl-3,6,9-trioxadecane (11.6 g, 47.9 mmol) in dry DMF (145 ml) was added 3-iodophenol (10.6 g, 48.2 mmol) and potassium carbonate (6.6 g, 47.8 mmol). The reaction was immersed in an oil bath which was warmed to 68° C. over a period of 0.5 hr. The reaction was stirred at this temperature under an N2 atmosphere for 16 hrs and then at 82° C. for an additional 2 hrs. At the end of this period, the reaction was cooled, diluted with DMF, filtered through a pad of... Starting materials: CC(C(=O)OCC)(CC1=CC2=CC=CC=C2C=C1)C (ethyl 2,2-dimethyl-3-(naphthalene-2-yl)propanoate), Cl (hydrochloric acid). Solvent: [OH-].[Na+] (sodium hydroxide), C(C)(=O)OCC (ethyl acetate), O1CCOCC1 (dioxane). Run at time 2 hour. Yields the product CC(C(=O)O)(CC1=CC2=CC=CC=C2C=C1)C (2,2-dimethyl-3-(naphthalene-2-yl)propanoic acid). Yield: 25.9%. RXN SMILES: [CH3:1][C:2]([CH3:19])([CH2:8][C:9]1[CH:18]=[CH:17][C:16]2[C:11](=[CH:12][CH:13]=[CH:14][CH:15]=2)[CH:10]=1)[C:3]([O:5]CC)=[O:4].Cl>O1CCOCC1.[OH-].[Na+].C(OCC)(=O)C>[CH3:1][C:2]([CH3:19])([CH2:8][C:9]1[CH:18]=[CH:17][C:16]2[C:11](=[CH:12][CH:13]=[CH:14][CH:15]=2)[CH:10]=1)[C:3]([OH:5])=[O:4] |f:3.4|. Procedure: The crude ester (915 mg) was taken up in dioxane (4 mL) and 20% aqueous sodium hydroxide (8 mL). After stirring at room temperature for 2 hours, the reaction mixture was diluted with ethyl acetate. The aqueous fraction was acidified to pH=2 with concentrated hydrochloric acid and was then extracted with ethyl acetate. The combined organic fractions were dried over sodium sulfate and concentrated to yield 2,2-dimethyl-3-(naphthalene-2-yl)propanoic acid (211 mg, 40% yield for two steps) as a white... Reactants: COC(C[C@@H]1[C@H](N(CCC1)C(=O)OC(C)(C)C)C1=CC=C(C=C1)C(F)(F)F)=O (tert-butyl (2S,3R)-3-(2-methoxy-2-oxoethyl)-2-[4-(trifluoromethyl)phenyl]piperidine-1-carboxylate), C(=O)(C(F)(F)F)O (TFA). Solvent: C(Cl)Cl (DCM). Conditions: time 16 hour. Product: FC(C1=CC=C(C=C1)[C@H]1NCCC[C@@H]1CC(=O)OC)(F)F (methyl {(2S,3R)-2-[4-(trifluoromethyl)phenyl]piperidin-3-yl}acetate). As a reaction SMILES: [CH3:1][O:2][C:3](=[O:28])[CH2:4][C@H:5]1[CH2:10][CH2:9][CH2:8][N:7](C(OC(C)(C)C)=O)[C@@H:6]1[C:18]1[CH:23]=[CH:22][C:21]([C:24]([F:27])([F:26])[F:25])=[CH:20][CH:19]=1.C(O)(C(F)(F)F)=O>C(Cl)Cl>[F:26][C:24]([F:25])([F:27])[C:21]1[CH:20]=[CH:19][C:18]([C@@H:6]2[C@@H:5]([CH2:4][C:3]([O:2][CH3:1])=[O:28])[CH2:10][CH2:9][CH2:8][NH:7]2)=[CH:23][CH:22]=1. Procedure details: A solution of the resulting tert-butyl (2S,3R)-3-(2-methoxy-2-oxoethyl)-2-[4-(trifluoromethyl)phenyl]piperidine-1-carboxylate (2.8 g, 7.0 mmol) in DCM (50 mL) was treated with TFA (2.7 mL, 35 mmol) and stirred at ambient temperature for 16 hours. The reaction mixture was evaporated in vacuo and partitioned between saturated sodium bicarbonate solution and ethyl acetate. The organics were dried over sodium sulfate, filtered and evaporated in vacuo to give methyl {(2S,3R)-2-[4-(trifluoromethyl)phe... The reactants are Cl[Si](C)(C)C (chlorotrimethylsilane), C(CCC)C12CC3=CC(=CC=C3C2=C(C(CC1)=O)C)OCOC (9a-butyl-7-methoxymethoxy-4-methyl-1,2,9,9a-tetrahydro-3H-fluoren-3-one), C(=O)(O)[O-].[Na+] (NaHCO3), C(=O)=O.CC(=O)C (dry ice acetone), [Li+].CC(C)[N-]C(C)C (LDA). Solvent: CCOC(=O)C (EtOAc), C1CCOC1 (THF), C1CCOC1 (THF). Run at temperature 0 celsius, time 30 minute. Product: C(CCC)C12CC3=CC(=CC=C3C2=C(C(=CC1)O[Si](C)(C)C)C)OCOC (9a-butyl-7-methoxymethoxy-4-methyl-3-trimethylsilyloxy-9,9a-dihydro-1H-fluorene). As a reaction SMILES: [CH2:1]([C:5]12[CH2:17][CH2:16][C:15](=[O:18])[C:14]([CH3:19])=[C:13]1[C:12]1[C:7](=[CH:8][C:9]([O:20][CH2:21][O:22][CH3:23])=[CH:10][CH:11]=1)[CH2:6]2)[CH2:2][CH2:3][CH3:4].[Li+].CC([N-]C(C)C)C.C(=O)=O.CC(C)=O.Cl[Si:40]([CH3:43])([CH3:42])[CH3:41].C([O-])(O)=O.[Na+]>C1COCC1.CCOC(C)=O>[CH2:1]([C:5]12[CH2:17][CH:16]=[C:15]([O:18][Si:40]([CH3:43])([CH3:42])[CH3:41])[C:14]([CH3:19])=[C:13]1[C:12]1[C:7](=[CH:8][C:9]([O:20][CH2:21][O:22][CH3:23])=[CH:10][CH:11]=1)[CH2:6]2)[CH2:2][CH2:3][CH3:4] |f:1.2,3.4,6.7|. Procedure: A solution of 9a-butyl-7-methoxymethoxy-4-methyl-1,2,9,9a-tetrahydro-3H-fluoren-3-one (163 mg, 0.52 mmol) in anhydrous THF (2.5 mL) was cooled in an ice bath and stirred under a nitrogen atmosphere while 0.4M LDA in THF (1.9 mL, 0.78 mmol) was added by syringe. After stirring at 0° C. for 30 minutes, the solution was cooled to −78° C. (dry ice-acetone bath) and treated with chlorotrimethylsilane (0.100 mL, 0.78 mmol). The resulting mixture was allowed to slowly warm to room temperature, then sti...